Dataset: the Open Reaction Database (ORD), a public repository of structured organic reaction records. Task: describe an organic reaction: reactants, conditions, products, and yield Starting materials: C(C1=CC=CC=C1)(=O)NC1=CC=C(C=C1)C1=CC=C2CN(C(C2=C1)=O)[C@H](C(=O)O)C(C)C ((S)-2-(6-(4-Benzamidophenyl)-1-oxoisoindolin-2-yl)-3-methylbutanoic acid), FC1=C(C(=O)NC2=CC=C(C=C2)C2=CC=C3CN(C(C3=C2)=O)[C@H](C(=O)OC)C(C)C)C(=CC=C1)C(F)(F)F ((S)-Methyl 2-(6-(4-(2-fluoro-6-(trifluoromethyl)benzamido)phenyl)-1-oxoisoindolin-2-yl)-3-methylbutanoate). Yields the product FC1=C(C(=O)NC2=CC=C(C=C2)C2=CC=C3CN(C(C3=C2)=O)[C@H](C(=O)O)C(C)C)C(=CC=C1)C(F)(F)F ((S)-2-(6-(4-(2-Fluoro-6-(trifluoromethyl)benzamido)phenyl)-1-oxoisoindolin-2-yl)-3-methylbutanoic acid). The yield is 62.0%. As a reaction SMILES: C(NC1C=CC(C2C=C3C(CN([C@@H](C(C)C)C(O)=O)C3=O)=CC=2)=CC=1)(=O)C1C=CC=CC=1.[F:33][C:34]1[CH:66]=[CH:65][CH:64]=[C:63]([C:67]([F:70])([F:69])[F:68])[C:35]=1[C:36]([NH:38][C:39]1[CH:44]=[CH:43][C:42]([C:45]2[CH:53]=[C:52]3[C:48]([CH2:49][N:50]([C@@H:55]([CH:60]([CH3:62])[CH3:61])[C:56]([O:58]C)=[O:57])[C:51]3=[O:54])=[CH:47][CH:46]=2)=[CH:41][CH:40]=1)=[O:37]>>[F:33][C:34]1[CH:66]=[CH:65][CH:64]=[C:63]([C:67]([F:70])([F:68])[F:69])[C:35]=1[C:36]([NH:38][C:39]1[CH:44]=[CH:43][C:42]([C:45]2[CH:53]=[C:52]3[C:48]([CH2:49][N:50]([C@@H:55]([CH:60]([CH3:62])[CH3:61])[C:56]([OH:58])=[O:57])[C:51]3=[O:54])=[CH:47][CH:46]=2)=[CH:41][CH:40]=1)=[O:37]. Procedure details: The compound of example 126 was prepared analogous to compound of example 98 by hydrolysis of compound of example 125. Starting materials: N1(CCC2(CC1)C=CC1=CC=CC=C12)CCCCN1CCC2(CC1)C=CC1=CC=CC=C12 (1,4-Bis[spiro[ind-2-en-1,4'-piperidin]-1'-yl]butane), N1(CCC2(CC1)C=CC1=CC=CC=C12)CCCCN1CCC2(CC1)C=CC1=CC=CC=C12 (1,4-Bis[spiro[ind-2-en-1,4'-piperidin]-1'-yl]butane), C(C)(=O)O (acetic acid). Reagents/catalysts: [Pd] (palladium on carbon). The solvent is C(C)O (ethanol). Run at time 2 hour. The product is N1(CCC2(CC1)CCC1=CC=CC=C12)CCCCN1CCC2(CC1)CCC1=CC=CC=C12 (1,4-Bis[spiro[indan-1,4'-piperidin]-1'-yl]butane). As a reaction SMILES: [N:1]1([CH2:15][CH2:16][CH2:17][CH2:18][N:19]2[CH2:24][CH2:23][C:22]3([C:32]4[C:27](=[CH:28][CH:29]=[CH:30][CH:31]=4)[CH:26]=[CH:25]3)[CH2:21][CH2:20]2)[CH2:6][CH2:5][C:4]2([C:14]3[C:9](=[CH:10][CH:11]=[CH:12][CH:13]=3)[CH:8]=[CH:7]2)[CH2:3][CH2:2]1.C(O)(=O)C>C(O)C.[Pd]>[N:1]1([CH2:15][CH2:16][CH2:17][CH2:18][N:19]2[CH2:24][CH2:23][C:22]3([C:32]4[C:27](=[CH:28][CH:29]=[CH:30][CH:31]=4)[CH2:26][CH2:25]3)[CH2:21][CH2:20]2)[CH2:6][CH2:5][C:4]2([C:14]3[C:9](=[CH:10][CH:11]=[CH:12][CH:13]=3)[CH2:8][CH2:7]2)[CH2:3][CH2:2]1. Reported procedure: To a solution of 1,4-Bis-spiro[ind-2-en-1,4'-piperidin-1'-yl]butane (compound 4a) (3 g) in ethanol (90 ml) were added acetic acid (5 ml) and 5% palladium on carbon (0.9 g). The mixture was hydrogenated in a Parr apparatus for 2 hours ar 3 atm. The catalyst was filtered off and the solvent evaporated. The remaining oil was dissolved in diluted aqueous NH4OH (200 ml, pH>9). The title compound 5a was extracted with ethyl acetate and worked-up as above and finally crystallized from ethyl acetate. Yi...